Task: describe an organic reaction: reactants, conditions, products, and yield. Dataset: the Open Reaction Database (ORD), a public repository of structured organic reaction records The reactants are CS(C)=O, COC(=O)c1nc(Cl)nc(Cl)c1I, N. Yields the product COC(=O)c1nc(Cl)nc(N)c1I. As a reaction SMILES: [CH3:15][S:16](=[O:17])[CH3:18].[CH3:1][O:2][C:3](=[O:4])[c:5]1[n:6][c:7]([Cl:13])[n:8][c:9]([Cl:12])[c:10]1[I:11].[NH3:14]>>[CH3:1][O:2][C:3](=[O:4])[c:5]1[n:6][c:7]([Cl:13])[n:8][c:9]([NH2:14])[c:10]1[I:11]. The reactants are FC(C(=O)O)(F)F.S1C(=NC2=C1C=CC=C2)S(=O)(=O)N2C(CNCC2)=O (1-(benzothiazole-2-sulfonyl)-piperazin-2-one trifluoroacetic acid salt), C(C1=CC=CC=C1)(C1=CC=CC=C1)OC(=O)NC1=C2N=CN(C2=NC=N1)CC(=O)O ([6-N-(benzhydryloxycarbonyl)-adenine-9-yl]-acetic acid). Product: S1C(=NC2=C1C=CC=C2)S(=O)(=O)N2C(CN(CC2)C(CN2C1=NC=NC(=C1N=C2)NC(=O)OC(C2=CC=CC=C2)C2=CC=CC=C2)=O)=O (1-(Benzothiazole-2-sulfonyl)-4-{[6-N-(benzhydryloxycarbonyl)-adenine-9-yl]-acetyl}-piperazin-2-one). RXN SMILES: FC(F)(F)C(O)=O.[S:8]1[C:12]2[CH:13]=[CH:14][CH:15]=[CH:16][C:11]=2[N:10]=[C:9]1[S:17]([N:20]1[CH2:25][CH2:24][NH:23][CH2:22][C:21]1=[O:26])(=[O:19])=[O:18].[CH:27]([O:40][C:41]([NH:43][C:44]1[N:52]=[CH:51][N:50]=[C:49]2[C:45]=1[N:46]=[CH:47][N:48]2[CH2:53][C:54](O)=[O:55])=[O:42])([C:34]1[CH:39]=[CH:38][CH:37]=[CH:36][CH:35]=1)[C:28]1[CH:33]=[CH:32][CH:31]=[CH:30][CH:29]=1>>[S:8]1[C:12]2[CH:13]=[CH:14][CH:15]=[CH:16][C:11]=2[N:10]=[C:9]1[S:17]([N:20]1[CH2:25][CH2:24][N:23]([C:54](=[O:55])[CH2:53][N:48]2[CH:47]=[N:46][C:45]3[C:49]2=[N:50][CH:51]=[N:52][C:44]=3[NH:43][C:41]([O:40][CH:27]([C:34]2[CH:39]=[CH:38][CH:37]=[CH:36][CH:35]=2)[C:28]2[CH:33]=[CH:32][CH:31]=[CH:30][CH:29]=2)=[O:42])[CH2:22][C:21]1=[O:26])(=[O:19])=[O:18] |f:0.1|. Procedure: The title compound was synthesized by the reaction of 1-(benzothiazole-2-sulfonyl)-piperazin-2-one trifluoroacetic acid salt with [6-N-(benzhydryloxycarbonyl)-adenine-9-yl]-acetic acid as per the procedure of Example 52. 1H NMR (500 MHz; DMSO-d6) δ 11.15 (brs, 1H), 8.60 (d, 1H), 8.45˜8.32 (m, 2H), 8.26 (m, 1H), 7.72 (m, 2H), 7.52 (d, 4H), 7.38 (t, 4H), 7.29 (t, 2H), 6.83 (s, 1H), 5.41 (s, 1.2H), 5.30 (s, 0.8H), 4.57 (s, 0.8H), 4.28 (s, 2.4H), 4.09 (brs, 2.0H), 3.88 (t, 0.8H). Starting materials: O=C1CCCCCC1, CCOCC, [Cl-], Fc1ccccc1CCl, I, [Mg], [NH4+]. Yields the product OC1(Cc2ccccc2F)CCCCCC1. Reaction SMILES: [C:12]1(=[O:19])[CH2:13][CH2:14][CH2:15][CH2:16][CH2:17][CH2:18]1.[CH3:22][CH2:23][O:24][CH2:25][CH3:26].[Cl-:20].[F:2][c:3]1[c:4]([CH2:5][Cl:6])[cH:7][cH:8][cH:9][cH:10]1.[I:11].[Mg:1].[NH4+:21]>>[F:2][c:3]1[c:4]([CH2:5][C:12]2([OH:19])[CH2:13][CH2:14][CH2:15][CH2:16][CH2:17][CH2:18]2)[cH:7][cH:8][cH:9][cH:10]1. Reactants: COC=1C(=CC2=C(CCN(CC2C)C(C(F)(F)F)=O)N1)[N+](=O)[O-] (2-methoxy-5-methyl-3-nitro-7-(trifluoroacetyl)-6,7,8,9-tetrahydro-5H-pyrido[2,3-d]azepine), C(=O)([O-])[O-].[K+].[K+] (K2CO3), CO (methanol). Run in O (H2O). Product: COC=1C(=CC2=C(CCNCC2C)N1)[N+](=O)[O-] (2-methoxy-5-methyl-3-nitro-6,7,8,9-tetrahydro-5H-pyrido[2,3-d]azepine). Yield: 98.3%. RXN SMILES: [CH3:1][O:2][C:3]1[C:4]([N+:21]([O-:23])=[O:22])=[CH:5][C:6]2[CH:12]([CH3:13])[CH2:11][N:10](C(=O)C(F)(F)F)[CH2:9][CH2:8][C:7]=2[N:20]=1.C([O-])([O-])=O.[K+].[K+].CO>O>[CH3:1][O:2][C:3]1[C:4]([N+:21]([O-:23])=[O:22])=[CH:5][C:6]2[CH:12]([CH3:13])[CH2:11][NH:10][CH2:9][CH2:8][C:7]=2[N:20]=1 |f:1.2.3|. Procedure: Nitric Acid (200 μl) was added dropwise to a stirred solution of 2-methoxy-5-methyl-7-(trifluoroacetyl)-6,7,8,9-tetrahydro-5H-pyrido[2,3-d]azepine (174 mg, 604 μmol) in H2SO4 (1.5 ml). The reaction mixture was added into cold water after 3 d of stirring at room temperature. K2CO3 was added to neutralize the mixture to pH=8. After extraction with EtOAc, the organic layer was dried over Na2SO4, concentrated in vacuo and purified by column chromatography to give 155 mg (77%) of 2-methoxy-5-methyl-3... The reactants are [OH-].[Na+] (sodium hydroxide), O1C=2C(CC1=O)CC1C=CC=CC12 (Tetrahydroindeno[1,2-b]furan-2-one), Cl (HCl), I(=O)(=O)(=O)[O-].[Na+] (sodium periodate). Reagents/catalysts: O.[Ru](Cl)(Cl)Cl (Ruthenium(III) chloride hydrate). The solvent is O (water), C(C)(C)O (isopropanol), O (water). Reaction conditions: temperature 100 celsius, time 1 hour. Product: O=C1C(CC2=CC=CC=C12)CC(=O)O ((1-Oxo-indan-2-yl)-acetic acid). Reaction SMILES: [O:1]1[C:5](=[O:6])[CH2:4][CH:3]2[CH2:7][CH:8]3[C:13]([CH:12]=[CH:11][CH:10]=[CH:9]3)=[C:2]12.[OH-].[Na+].I([O-])(=O)(=O)=[O:17].[Na+].Cl>O.O.[Ru](Cl)(Cl)Cl.C(O)(C)C>[O:17]=[C:2]1[C:13]2[C:8](=[CH:9][CH:10]=[CH:11][CH:12]=2)[CH2:7][CH:3]1[CH2:4][C:5]([OH:1])=[O:6] |f:1.2,3.4,7.8|. Procedure details: To a suspension of Tetrahydroindeno[1,2-b]furan-2-one (Example I5 or commercially available, 0.200 g, 1.15 mmol) in water (20 mL) was added sodium hydroxide (0.051 g, 1.26 mmol) and the solution was heated to 100° C. for one hour. The solution was cooled down to rt and Ruthenium(III) chloride hydrate (0.048 g, 0.230 mmol) was added followed by sodium periodate (0.368 mg, 1.72 mmol) in water (5 mL) dropwise. The solution was stirred at rt for 1 h and isopropanol was added (0.2 mL). The pH was aci... Reaction SMILES: [Br:15][N:16]1[C:17](=[O:18])[CH2:19][CH2:20][C:21]1=[O:22].[F:1][c:2]1[c:3]([C:4]#[N:5])[cH:6][c:7](-[c:10]2[s:11][cH:12][cH:13][n:14]2)[cH:8][cH:9]1.[Na+:24].[O:25]=[CH:26][N:27]([CH3:28])[CH3:29].[OH-:23]>>[F:1][c:2]1[c:3]([C:4]#[N:5])[cH:6][c:7](-[c:10]2[s:11][c:12]([Br:15])[cH:13][n:14]2)[cH:8][cH:9]1. Starting materials: O=C1CCC(=O)N1Br, N#Cc1cc(-c2nccs2)ccc1F, [Na+], CN(C)C=O, [OH-]. Product: N#Cc1cc(-c2ncc(Br)s2)ccc1F.